From a dataset of the Open Reaction Database (ORD), a public repository of structured organic reaction records. describe an organic reaction: reactants, conditions, products, and yield The reactants are O=C([O-])[O-], [Cl-], Cl, [K+], [K+], O=[N+]([O-])c1ccc(N2CCOCC2)c2cccnc12, O, O, O. Product: Nc1ccc(N2CCOCC2)c2cccnc12. As a reaction SMILES: [C:24](=[O:25])([O-:26])[O-:27].[Cl-:23].[ClH:20].[K+:28].[K+:29].[O:1]1[CH2:2][CH2:3][N:4]([c:7]2[c:8]3[cH:9][cH:10][cH:11][n:12][c:13]3[c:14]([N+:17]([O-:18])=[O:19])[cH:15][cH:16]2)[CH2:5][CH2:6]1.[OH2:21].[OH2:22].[OH2:30]>>[O:1]1[CH2:2][CH2:3][N:4]([c:7]2[c:8]3[cH:9][cH:10][cH:11][n:12][c:13]3[c:14]([NH2:17])[cH:15][cH:16]2)[CH2:5][CH2:6]1. The reactants are C(C1=CC=CC=C1)N1CC[Si](CC1)(C1=CC=CC=C1)C (1-benzyl-4-methyl-4-phenyl-[1,4]azasilinane), ClC(=O)OC(C)Cl (1-chloroethyl chloroformate). Run in C(C)(=O)OCC (ethyl acetate), ClCCl (dichloromethane). Reaction conditions: time 2 hour. Yields the product Cl.C[Si]1(CCNCC1)C1=CC=CC=C1 (4-methyl-4-phenyl-[1,4]azasilinane hydrochloride). Reaction SMILES: C([N:8]1[CH2:13][CH2:12][Si:11]([CH3:20])([C:14]2[CH:19]=[CH:18][CH:17]=[CH:16][CH:15]=2)[CH2:10][CH2:9]1)C1C=CC=CC=1.[Cl:21]C(OC(Cl)C)=O>ClCCl.C(OCC)(=O)C>[ClH:21].[CH3:20][Si:11]1([C:14]2[CH:15]=[CH:16][CH:17]=[CH:18][CH:19]=2)[CH2:10][CH2:9][NH:8][CH2:13][CH2:12]1 |f:4.5|. Procedure: 3.6 g of 1-benzyl-4-methyl-4-phenyl-[1,4]azasilinane is put in 32 ml of anhydrous dichloromethane under nitrogen. At 0° C., 2.5 ml of 1-chloroethyl chloroformate is added dropwise to the reaction mixture. The reaction mixture is gradually brought back to room temperature and then stirred for 2 h under reflux. After complete conversion, the reaction mixture is concentrated under vacuum and dried, then the residue is dissolved in 50 ml of methanol at room temperature. The mixture is stirred under ... The reactants are C1(CCCCC1)P(C1CCCCC1)C1CCCCC1 (PCy3), [Cl-] (chloride), Cl (HCl), Cl (hydrochloride), Cl (hydrogen chloride), [Cl-] (chloride), C(=S)=S.C1(CCCCC1)P(C1CCCCC1)C1CCCCC1 (tricyclohexyl phosphine carbon disulfide), solvent. Solvent: C(C)O (ethanol). Run at time 1 hour. The product is [Cl-].C1(CCCCC1)[PH+](C1CCCCC1)C1CCCCC1 (Tricyclohexyl Phosphonium Chloride). Reaction SMILES: C(=S)=S.[CH:4]1([P:10]([CH:17]2[CH2:22][CH2:21][CH2:20][CH2:19][CH2:18]2)[CH:11]2[CH2:16][CH2:15][CH2:14][CH2:13][CH2:12]2)[CH2:9][CH2:8][CH2:7][CH2:6][CH2:5]1.[Cl-:23].Cl.C1(P(C2CCCCC2)C2CCCCC2)CCCCC1>C(O)C>[Cl-:23].[CH:17]1([PH+:10]([CH:4]2[CH2:5][CH2:6][CH2:7][CH2:8][CH2:9]2)[CH:11]2[CH2:16][CH2:15][CH2:14][CH2:13][CH2:12]2)[CH2:18][CH2:19][CH2:20][CH2:21][CH2:22]1 |f:0.1,6.7|. Procedure details: 225 g cyclohexyl chloride and 750 ml diethylether are mixed. 100 ml of this mixture is added to 48.0 g magnesium turnings, and the reaction is started by adding 1 ml 1,2-dibromethane. The remaining cyclohexyl chloride mixture is added to the magnesium turnings within 3.5 hours under cooling at 38-40° C. The suspension is stirred again for one hour, cooled down to room temperature, and the cyclohexyl magnesium chloride solution is decanted from the remaining magnesium turnings. 156.7 g of the Gri... Starting materials: CC(C)(C)P(c1ccccc1-c1ccccc1)C(C)(C)C, C1COCCN1, CCOC(C)=O, COCCOC, O=C(C=Cc1ccccc1)C=Cc1ccccc1, O=C(C=Cc1ccccc1)C=Cc1ccccc1, O=C(C=Cc1ccccc1)C=Cc1ccccc1, O=C1CCCc2cc(OS(=O)(=O)C(F)(F)F)ccc21, [K+], [K+], [K+], O, O=P([O-])([O-])[O-], [Pd], [Pd]. The product is O=C1CCCc2cc(N3CCOCC3)ccc21. Reaction SMILES: [C:34]([P:35]([C:36]([CH3:37])([CH3:38])[CH3:39])[c:40]1[cH:41][cH:42][cH:43][cH:44][c:45]1-[c:46]1[cH:47][cH:48][cH:49][cH:50][cH:51]1)([CH3:52])([CH3:53])[CH3:54].[CH2:20]1[CH2:21][O:22][CH2:23][CH2:24][NH:25]1.[CH3:117][CH2:118][O:119][C:120](=[O:121])[CH3:122].[CH3:55][O:56][CH2:57][CH2:58][O:59][CH3:60].[CH:63](=[CH:64][C:65]([CH:66]=[CH:67][c:68]1[cH:69][cH:70][cH:71][cH:72][cH:73]1)=[O:74])[c:75]1[cH:76][cH:77][cH:78][cH:79][cH:80]1.[CH:81](=[CH:82][C:83]([CH:84]=[CH:85][c:86]1[cH:87][cH:88][cH:89][cH:90][cH:91]1)=[O:92])[c:93]1[cH:94][cH:95][cH:96][cH:97][cH:98]1.[CH:99](=[CH:100][C:101]([CH:102]=[CH:103][c:104]1[cH:105][cH:106][cH:107][cH:108][cH:109]1)=[O:110])[c:111]1[cH:112][cH:113][cH:114][cH:115][cH:116]1.[F:1][C:2]([F:3])([F:4])[S:5]([O:6][c:7]1[cH:8][c:9]2[c:14]([cH:15][cH:16]1)[C:13](=[O:17])[CH2:12][CH2:11][CH2:10]2)(=[O:18])=[O:19].[K+:31].[K+:32].[K+:33].[OH2:123].[P:26]([O-:27])([O-:28])([O-:29])=[O:30].[Pd:61].[Pd:62]>>[c:7]1([N:25]2[CH2:20][CH2:21][O:22][CH2:23][CH2:24]2)[cH:8][c:9]2[c:14]([cH:15][cH:16]1)[C:13](=[O:17])[CH2:12][CH2:11][CH2:10]2.